From a dataset of the Open Reaction Database (ORD), a public repository of structured organic reaction records. describe an organic reaction: reactants, conditions, products, and yield Starting materials: C#CCCCO, C1CCNCC1, Cl, I[Cu]I, O=S(=O)(Oc1ccc2c(ccn2-c2ccc(F)cc2)c1)C(F)(F)F, O, [Pd], c1ccc(P(c2ccccc2)c2ccccc2)cc1, c1ccc(P(c2ccccc2)c2ccccc2)cc1, c1ccc(P(c2ccccc2)c2ccccc2)cc1, c1ccc(P(c2ccccc2)c2ccccc2)cc1. The product is OCCCC#Cc1ccc2c(ccn2-c2ccc(F)cc2)c1. Reaction SMILES: [CH2:25]([CH2:26][CH2:27][C:28]#[CH:29])[OH:30].[CH2:33]1[CH2:34][CH2:35][NH:36][CH2:37][CH2:38]1.[ClH:32].[Cu:116]([I:117])[I:118].[F:1][c:2]1[cH:3][cH:4][c:5](-[n:8]2[cH:9][cH:10][c:11]3[cH:12][c:13]([O:17][S:18]([C:19]([F:20])([F:21])[F:22])(=[O:23])=[O:24])[cH:14][cH:15][c:16]23)[cH:6][cH:7]1.[OH2:31].[Pd:39].[c:40]1([P:41]([c:42]2[cH:43][cH:44][cH:45][cH:46][cH:47]2)[c:48]2[cH:49][cH:50][cH:51][cH:52][cH:53]2)[cH:54][cH:55][cH:56][cH:57][cH:58]1.[c:59]1([P:60]([c:61]2[cH:62][cH:63][cH:64][cH:65][cH:66]2)[c:67]2[cH:68][cH:69][cH:70][cH:71][cH:72]2)[cH:73][cH:74][cH:75][cH:76][cH:77]1.[c:78]1([P:79]([c:80]2[cH:81][cH:82][cH:83][cH:84][cH:85]2)[c:86]2[cH:87][cH:88][cH:89][cH:90][cH:91]2)[cH:92][cH:93][cH:94][cH:95][cH:96]1.[c:97]1([P:98]([c:99]2[cH:100][cH:101][cH:102][cH:103][cH:104]2)[c:105]2[cH:106][cH:107][cH:108][cH:109][cH:110]2)[cH:111][cH:112][cH:113][cH:114][cH:115]1>>[F:1][c:2]1[cH:3][cH:4][c:5](-[n:8]2[cH:9][cH:10][c:11]3[cH:12][c:13]([C:29]#[C:28][CH2:27][CH2:26][CH2:25][OH:30])[cH:14][cH:15][c:16]23)[cH:6][cH:7]1. Reactants: CCCCCC, O=C(O)c1ncc(Cl)cc1F, [Na+], [OH-], O=S(Cl)Cl. Product: O=C(Cl)c1ncc(Cl)cc1F. RXN SMILES: [CH3:18][CH2:19][CH2:20][CH2:21][CH2:22][CH3:23].[F:1][c:2]1[c:3]([C:9](=[O:10])[OH:11])[n:4][cH:5][c:6]([Cl:8])[cH:7]1.[Na+:17].[OH-:16].[S:12]([Cl:13])([Cl:14])=[O:15]>>[F:1][c:2]1[c:3]([C:9](=[O:11])[Cl:14])[n:4][cH:5][c:6]([Cl:8])[cH:7]1. Starting materials: COCCNC=1C=C(C=CC1)C1=CC=C(C=C1)C(F)(F)F (N-(2-methoxyethyl)-N-[4′-(trifluoromethyl)-1,1′-biphenyl-3-yl]amine), BrCC1=CC(=C(OCC(=O)OCC)C=C1)C (ethyl [4-(bromomethyl)-2-methylphenoxy]acetate), C(C)(C)N(C(C)C)CC (N,N-diisopropylethylamine). Solvent: C(C)#N (acetonitrile). Reaction conditions: time 3 hour. Product: COCCN(C=1C=C(C=CC1)C1=CC=C(C=C1)C(F)(F)F)CC1=CC(=C(OCC(=O)OCC)C=C1)C (Ethyl [4-({(2-methoxyethyl)[4′-(trifluoromethyl)-1,1′-biphenyl-3-yl]amino}methyl)-2-methylphenoxy]acetate). The yield is 52.8%. Reaction SMILES: [CH3:1][O:2][CH2:3][CH2:4][NH:5][C:6]1[CH:7]=[C:8]([C:12]2[CH:17]=[CH:16][C:15]([C:18]([F:21])([F:20])[F:19])=[CH:14][CH:13]=2)[CH:9]=[CH:10][CH:11]=1.Br[CH2:23][C:24]1[CH:36]=[CH:35][C:27]([O:28][CH2:29][C:30]([O:32][CH2:33][CH3:34])=[O:31])=[C:26]([CH3:37])[CH:25]=1.C(N(CC)C(C)C)(C)C>C(#N)C>[CH3:1][O:2][CH2:3][CH2:4][N:5]([CH2:23][C:24]1[CH:36]=[CH:35][C:27]([O:28][CH2:29][C:30]([O:32][CH2:33][CH3:34])=[O:31])=[C:26]([CH3:37])[CH:25]=1)[C:6]1[CH:7]=[C:8]([C:12]2[CH:17]=[CH:16][C:15]([C:18]([F:19])([F:20])[F:21])=[CH:14][CH:13]=2)[CH:9]=[CH:10][CH:11]=1. Procedure details: To a solution of N-(2-methoxyethyl)-N-[4′-(trifluoromethyl)-1,1′-biphenyl-3-yl]amine (0.1 g, 0.34 mmol) in anhydrous acetonitrile (10 mL) was added ethyl [4-(bromomethyl)-2-methylphenoxy]acetate (0.097 g, 0.34 mmol) and N,N-diisopropylethylamine (0.059 mL, 0.34 mmol). The resulting mixture was heated to reflux and stirred under nitrogen for 3 h. The reaction mixture was concentrated in vacuo and the residue partitioned between water (20 mL) and CH2Cl2 (40 mL), the organic extract was separated b... The reactants are CCOCCn1c(N2CCCNCC2)nc2ccccc21, COc1cc(CN2CCC(CCOS(C)(=O)=O)(Cc3ccc(F)cc3)C2=O)cc(OC)c1OC, CC#N, CCN(C(C)C)C(C)C, I. Product: CCOCCn1c(N2CCCN(CCC3(Cc4ccc(F)cc4)CCN(Cc4cc(OC)c(OC)c(OC)c4)C3=O)CC2)nc2ccccc21. As a reaction SMILES: [CH2:36]([CH3:37])[O:38][CH2:39][CH2:40][n:41]1[c:42]([N:50]2[CH2:51][CH2:52][NH:53][CH2:54][CH2:55][CH2:56]2)[n:43][c:44]2[c:45]1[cH:46][cH:47][cH:48][cH:49]2.[CH3:1][O:2][c:3]1[cH:4][c:5]([CH2:6][N:7]2[C:8](=[O:27])[C:9]([CH2:12][CH2:13][O:14][S:15]([CH3:16])(=[O:17])=[O:18])([CH2:19][c:20]3[cH:21][cH:22][c:23]([F:26])[cH:24][cH:25]3)[CH2:10][CH2:11]2)[cH:28][c:29]([O:33][CH3:34])[c:30]1[O:31][CH3:32].[CH3:66][C:67]#[N:68].[CH:57]([N:58]([CH2:59][CH3:60])[CH:61]([CH3:62])[CH3:63])([CH3:64])[CH3:65].[IH:35]>>[CH3:1][O:2][c:3]1[cH:4][c:5]([CH2:6][N:7]2[C:8](=[O:27])[C:9]([CH2:12][CH2:13][N:53]3[CH2:52][CH2:51][N:50]([c:42]4[n:41]([CH2:40][CH2:39][O:38][CH2:36][CH3:37])[c:45]5[c:44]([n:43]4)[cH:49][cH:48][cH:47][cH:46]5)[CH2:56][CH2:55][CH2:54]3)([CH2:19][c:20]3[cH:21][cH:22][c:23]([F:26])[cH:24][cH:25]3)[CH2:10][CH2:11]2)[cH:28][c:29]([O:33][CH3:34])[c:30]1[O:31][CH3:32]. Starting materials: COC(C)(C)C, CCOC(C)=O, O=C(Cl)c1cc(Cl)ccn1, [NH4+], [OH-]. Yields the product NC(=O)c1cc(Cl)ccn1. Reaction SMILES: [C:13]([O:14][CH3:15])([CH3:16])([CH3:17])[CH3:18].[CH3:19][CH2:20][O:21][C:22]([CH3:23])=[O:24].[Cl:3][c:4]1[cH:5][c:6]([C:10](=[O:11])[Cl:12])[n:7][cH:8][cH:9]1.[NH4+:2].[OH-:1]>>[NH2:2][C:10]([c:6]1[cH:5][c:4]([Cl:3])[cH:9][cH:8][n:7]1)=[O:11].